Task: describe an organic reaction: reactants, conditions, products, and yield. Dataset: the Open Reaction Database (ORD), a public repository of structured organic reaction records The reactants are FC1(CC(=NC=C1)F)CC(=O)C1=CC=CC=C1 (4-Fluoro-2-(2-fluoropyridin-4-yl)acetophenone), BrBr (bromine). Run in C(C)(=O)O (acetic acid), C(C)(=O)O (acetic acid). Product: FC1(CC(=NC=C1)F)C(C(=O)C1=CC=CC=C1)Br (4-Fluoro-2-bromo-(2-fluoropyridin-4-yl)acetophenone). Yield: 101.6%. Reaction SMILES: [F:1][C:2]1([CH2:9][C:10]([C:12]2[CH:17]=[CH:16][CH:15]=[CH:14][CH:13]=2)=[O:11])[CH:7]=[CH:6][N:5]=[C:4]([F:8])[CH2:3]1.[Br:18]Br>C(O)(=O)C>[F:1][C:2]1([CH:9]([Br:18])[C:10]([C:12]2[CH:17]=[CH:16][CH:15]=[CH:14][CH:13]=2)=[O:11])[CH:7]=[CH:6][N:5]=[C:4]([F:8])[CH2:3]1. Reported procedure: 4-Fluoro-2-(2-fluoropyridin-4-yl)acetophenone (0.5 g; 2.1 mmol) dissolved in acetic acid (4 ml) is treated with bromine (0.34 g; 2.1 mmol) in acetic acid (1 ml) at room temperature for 2.5 h under stirring. The light brown solution is evaporated to dryness, dissolved in ether and extracted three times with diethyl ether. The combined organic phases are washed with a saturated solution of NaHCO3, dried over Na2SO4, filtered and evaporated to dryness to yield the title compound as pale yellow oil ... The reactants are CCN(C(C)C)C(C)C (DIPEA), ClC1=NC(=NC(=C1)C=1C=NC=CC1)C1=NC=CC=C1 (4-chloro-6-pyridin-3-yl-2-pyridin-2-yl-pyrimidine), ClC1=NC(=NC(=C1)C=1C=NC=CC1)C1=NC=CC=C1 (4-chloro-6-pyridin-3-yl-2-pyridin-2-yl-pyrimidine), NCCC1=CC=C(C=C1)O (4-(2-amino-ethyl)-phenol). Run in CC(C)O (iPrOH). Product: N1=CC(=CC=C1)C1=CC(=NC(=N1)C1=NC=CC=C1)NCCC1=CC=C(C=C1)O (4-[2-(6-Pyridin-3-yl-2-pyridin-2-yl-pyrimidin-4-ylamino)-ethyl]-phenol). RXN SMILES: Cl[C:2]1[CH:7]=[C:6]([C:8]2[CH:9]=[N:10][CH:11]=[CH:12][CH:13]=2)[N:5]=[C:4]([C:14]2[CH:19]=[CH:18][CH:17]=[CH:16][N:15]=2)[N:3]=1.[NH2:20][CH2:21][CH2:22][C:23]1[CH:28]=[CH:27][C:26]([OH:29])=[CH:25][CH:24]=1.CCN(C(C)C)C(C)C>CC(O)C>[N:10]1[CH:11]=[CH:12][CH:13]=[C:8]([C:6]2[N:5]=[C:4]([C:14]3[CH:19]=[CH:18][CH:17]=[CH:16][N:15]=3)[N:3]=[C:2]([NH:20][CH2:21][CH2:22][C:23]3[CH:28]=[CH:27][C:26]([OH:29])=[CH:25][CH:24]=3)[CH:7]=2)[CH:9]=1. Reported procedure: 4-Chloro-6-pyridin-3-yl-2-pyridin-2-yl-pyrimidine (Intermediate A) (1 eq, 0.74 mmol, 200 mg) and 4-(2-amino-ethyl)-phenol (1.2 eq, 0.89 mmol, 123 mg) are dissolved in iPrOH (3 ml). Then DIPEA (2 eq, 1.49 mmol, 196 mg) is added and the resulting mixture is heated using microwave radiation at 130° C. for 20 min. The solvent is removed in vacuo and the crude residue is purified by flash chromatography eluting with 0-5% MeOH in DCM yielding the title compound [M+H]+=370.